Dataset: the Open Reaction Database (ORD), a public repository of structured organic reaction records. Task: describe an organic reaction: reactants, conditions, products, and yield Starting materials: CCO, COc1cc([N+](=O)[O-])c(C#N)c(I)c1OC, [Na+], [Na+], O, O=S([O-])S(=O)[O-]. The product is COc1cc(N)c(C#N)c(I)c1OC. RXN SMILES: [CH3:25][CH2:26][OH:27].[N+:1]([O-:2])(=[O:3])[c:4]1[cH:5][c:6]([O:15][CH3:16])[c:7]([O:13][CH3:14])[c:8]([I:12])[c:9]1[C:10]#[N:11].[Na+:23].[Na+:24].[OH2:28].[S:17]([S:18]([O-:19])=[O:20])([O-:21])=[O:22]>>[NH2:1][c:4]1[cH:5][c:6]([O:15][CH3:16])[c:7]([O:13][CH3:14])[c:8]([I:12])[c:9]1[C:10]#[N:11]. The reactants are [BH4-], CO, [Na+], COC(=O)C1CC2CCCC(C1)C2=O. Yields the product COC(=O)C1CC2CCCC(C1)C2O. Reaction SMILES: [BH4-:15].[CH3:17][OH:18].[Na+:16].[O:1]=[C:2]1[CH:3]2[CH2:4][CH:5]([C:11](=[O:12])[O:13][CH3:14])[CH2:6][CH:7]1[CH2:8][CH2:9][CH2:10]2>>[OH:1][CH:2]1[CH:3]2[CH2:4][CH:5]([C:11](=[O:12])[O:13][CH3:14])[CH2:6][CH:7]1[CH2:8][CH2:9][CH2:10]2. Reported procedure: 2-Chloro-9-cyclopentyl-7-ethylidene-5-methyl-8,9-dihydro-5H-pyrimido[4,5-b][1,4]diazepin-6(7H)-one (1.01 g, 3.30 mmol) in dry tetrahydrofuran (10 mL) was added to 1:1 molar 2 M lithium diisopropyl amide in tetrahydrofuran and hexamethyl phosphoramide (HMPA) (3.96 mmol each) in tetrahydrofuran (5 mL) at −78° C. After 20 minutes, N-fluorobenzene sulfonimide (2.46 mmol) was added dropwise to it. Continued the reaction at −78° C. for 30 minutes, and then elevated the temperature to 0° C. for 30 minu... Reaction conditions: temperature -78 celsius, time 20 minute. The product is ClC=1N=CC2=C(N(CC(C(N2C)=O)(C=C)F)C2CCCC2)N1 (2-Chloro-9-cyclopentyl-7-fluoro-5-methyl-7-vinyl-8,9-dihydro-5H-pyrimido[4,5-b][1,4]diazepin-6(7H)-one). Reaction SMILES: [Cl:1][C:2]1[N:3]=[CH:4][C:5]2[N:11]([CH3:12])[C:10](=[O:13])[C:9](=[CH:14][CH3:15])[CH2:8][N:7]([CH:16]3[CH2:20][CH2:19][CH2:18][CH2:17]3)[C:6]=2[N:21]=1.C([N-]C(C)C)(C)C.[Li+].CN(C)P(N(C)C)(N(C)C)=O.C1C=CC(S(N(S(C2C=CC=CC=2)(=O)=O)[F:51])(=O)=O)=CC=1>O1CCCC1.C(OCC)(=O)C>[Cl:1][C:2]1[N:3]=[CH:4][C:5]2[N:11]([CH3:12])[C:10](=[O:13])[C:9]([F:51])([CH:14]=[CH2:15])[CH2:8][N:7]([CH:16]3[CH2:20][CH2:19][CH2:18][CH2:17]3)[C:6]=2[N:21]=1 |f:1.2|. Run in C(C)(=O)OCC (ethyl acetate), O1CCCC1 (tetrahydrofuran), O1CCCC1 (tetrahydrofuran), O1CCCC1 (tetrahydrofuran). Reactants: C(C)(C)[N-]C(C)C.[Li+] (lithium diisopropyl amide), C1=CC=C(C=C1)S(=O)(=O)N(F)S(=O)(=O)C2=CC=CC=C2 (N-fluorobenzene sulfonimide), ClC=1N=CC2=C(N(CC(C(N2C)=O)=CC)C2CCCC2)N1 (2-Chloro-9-cyclopentyl-7-ethylidene-5-methyl-8,9-dihydro-5H-pyrimido[4,5-b][1,4]diazepin-6(7H)-one), CN(P(=O)(N(C)C)N(C)C)C (hexamethyl phosphoramide). Reactants: CCCCCCCCC=CCCCCCCCCCl, C1CCOC1, C[Si](C)(C)[N-][Si](C)(C)C, [Li+], Cn1cc(C2=C(c3c[nH]c4ccccc34)C(=O)NC2=O)c2ccc([N+](=O)[O-])cc21. The product is CCCCCCCCC=CCCCCCCCC(=O)N1C(=O)C(c2c[nH]c3ccccc23)=C(c2cn(C)c3cc([N+](=O)[O-])ccc23)C1=O. RXN SMILES: [CH2:40]([CH2:41][CH2:42][CH2:43][CH2:44][CH2:45][CH2:46][CH2:47][CH:48]=[CH:49][CH2:50][CH2:51][CH2:52][CH2:53][CH2:54][CH2:55][CH2:56][CH3:57])[Cl:58].[CH2:59]1[CH2:62][CH2:61][CH2:60][O:63]1.[CH3:30][Si:31]([N-:32][Si:33]([CH3:34])([CH3:35])[CH3:36])([CH3:37])[CH3:38].[Li+:39].[nH:1]1[cH:2][c:3]([C:10]2=[C:14]([c:15]3[cH:16][n:17]([CH3:27])[c:18]4[cH:19][c:20]([N+:24](=[O:25])[O-:26])[cH:21][cH:22][c:23]34)[C:13](=[O:28])[NH:12][C:11]2=[O:29])[c:4]2[cH:5][cH:6][cH:7][cH:8][c:9]12>>[nH:1]1[cH:2][c:3]([C:10]2=[C:14]([c:15]3[cH:16][n:17]([CH3:27])[c:18]4[cH:19][c:20]([N+:24](=[O:25])[O-:26])[cH:21][cH:22][c:23]34)[C:13](=[O:28])[N:12]([C:40]([CH2:41][CH2:42][CH2:43][CH2:44][CH2:45][CH2:46][CH2:47][CH:48]=[CH:49][CH2:50][CH2:51][CH2:52][CH2:53][CH2:54][CH2:55][CH2:56][CH3:57])=[O:63])[C:11]2=[O:29])[c:4]2[cH:5][cH:6][cH:7][cH:8][c:9]12.